From a dataset of the Open Reaction Database (ORD), a public repository of structured organic reaction records. describe an organic reaction: reactants, conditions, products, and yield Starting materials: C(=CC)C(=O)C1=CC=CC=C1 (phenyl propenyl ketone), C(C)(=O)OCC (ethyl acetate), Cl (hydrochloric acid), Br[Zn]CC(=O)OCC (BrZnCH2COOEt). The solvent is C1CCOC1 (THF), C1CCOC1 (THF), C1CCOC1 (THF). Product: OC(CC(=O)OCC)(C=CC)C1=CC=CC=C1 (ethyl 3-hydroxy-3-phenylhex-4-enoate). Yield: 93.0%. As a reaction SMILES: Br[Zn][CH2:3][C:4]([O:6][CH2:7][CH3:8])=[O:5].[CH:9]([C:12]([C:14]1[CH:19]=[CH:18][CH:17]=[CH:16][CH:15]=1)=[O:13])=[CH:10][CH3:11].Cl.C(OCC)(=O)C>C1COCC1>[OH:13][C:12]([C:14]1[CH:19]=[CH:18][CH:17]=[CH:16][CH:15]=1)([CH:9]=[CH:10][CH3:11])[CH2:3][C:4]([O:6][CH2:7][CH3:8])=[O:5]. Procedure details: Under nitrogen atmosphere, 15 mL of THF was added to 3.05 g (5 mmol, 1.0 equivalent) of (BrZnCH2COOEt.THF)2. Under argon atmosphere, a solution of 0.73 g (5 mmol) of phenyl propenyl ketone in 2.5 mL of THF was added dropwise while stirring at 0˜5° C. The mixture was stirred at 20˜25° C. for 3 hours. 7.5 mL of 1N hydrochloric acid was added at 20° C. or lower, followed by dilution with 25 mL of ethyl acetate. Then, the layers were separated. The organic layer was washed successively with 5 mL (×2... Reactants: Cc1cc(NCCOCc2ccccc2)c([N+](=O)[O-])c(Cl)n1, COCCOCCOC, CCOC(C)=O, CCCCCC, [H-], [Na+], O, Oc1ccccc1. Product: Cc1cc(NCCOCc2ccccc2)c([N+](=O)[O-])c(Oc2ccccc2)n1. Reaction SMILES: [CH2:10]([c:11]1[cH:12][cH:13][cH:14][cH:15][cH:16]1)[O:17][CH2:18][CH2:19][NH:20][c:21]1[c:22]([N+:29](=[O:30])[O-:31])[c:23]([Cl:28])[n:24][c:25]([CH3:27])[cH:26]1.[CH3:33][O:34][CH2:35][CH2:36][O:37][CH2:38][CH2:39][O:40][CH3:41].[CH3:42][CH2:43][O:44][C:45](=[O:46])[CH3:47].[CH3:48][CH2:49][CH2:50][CH2:51][CH2:52][CH3:53].[H-:1].[Na+:2].[OH2:32].[OH:3][c:4]1[cH:5][cH:6][cH:7][cH:8][cH:9]1>>[O:3]([c:4]1[cH:5][cH:6][cH:7][cH:8][cH:9]1)[c:23]1[c:22]([N+:29](=[O:30])[O-:31])[c:21]([NH:20][CH2:19][CH2:18][O:17][CH2:10][c:11]2[cH:12][cH:13][cH:14][cH:15][cH:16]2)[cH:26][c:25]([CH3:27])[n:24]1. The reactants are c1cc(c2c(c1OCc1ccccc1)c(n(cc2)C(OC(C)(C)C)=O)=O)F. The reagents and catalysts are c1ccc(cc1)-c2c3ccccc3cc4ccccc24 (9-Phenylanthracene), CCN(C(C)C)C(C)C (DIPEA), 5% Pd/C. The solvent is C(C(F)(F)F)O (TFE). Run at temperature 50 celsius, time 18 hour. Product: CC(C)(C)OC(=O)N1CCc2c(F)ccc(O)c2C1. As a reaction SMILES: [CH3:1][C:2]([O:5][C:6]([N:8]1[C:19](=O)[c:18]([c:11]2[CH:10]=[CH:9]1)[c:16]([O:17]Cc3ccccc3)[cH:15][cH:14][c:12]2[F:13])=[O:7])([CH3:4])[CH3:3]>>[CH3:1][C:2]([O:5][C:6]([N:8]1[CH2:19][c:18]([c:11]2[CH2:10][CH2:9]1)[c:16]([OH:17])[cH:15][cH:14][c:12]2[F:13])=[O:7])([CH3:4])[CH3:3]. Reactants: O=[O+][O-] (Ozone), C(C1=CC=CC=C1)OC=1C=C2CC[C@H]3N(C2=CC1)C(O[C@H]3C=C)=O (trans-7-benzyloxy-3-ethenyl-3,3a,4,5-tetrahydro-1H-oxazolo[3,4-a]quinolin-1-one), [BH4-].[Na+] (sodium borohydride), CSC (dimethyl sulphide), O=[O+][O-] (ozone). The solvent is ClCCl (dichloromethane), CO (methanol). Conditions: temperature -40 celsius, time 8 hour. Product: C(C1=CC=CC=C1)OC=1C=C2CC[C@H]3N(C2=CC1)C(O[C@H]3CO)=O (trans-7-Benzyloxy-3-hydroxymethyl-3,3a,4,5-tetrahydro-1H-oxazolo[3,4-a]quinolin-1-one). As a reaction SMILES: [O:1]=[O+][O-].[CH2:4]([O:11][C:12]1[CH:13]=[C:14]2[C:19](=[CH:20][CH:21]=1)[N:18]1[C:22](=[O:27])[O:23][C@@H:24]([CH:25]=C)[C@H:17]1[CH2:16][CH2:15]2)[C:5]1[CH:10]=[CH:9][CH:8]=[CH:7][CH:6]=1.[BH4-].[Na+].CSC>ClCCl.CO>[CH2:4]([O:11][C:12]1[CH:13]=[C:14]2[C:19](=[CH:20][CH:21]=1)[N:18]1[C:22](=[O:27])[O:23][C@@H:24]([CH2:25][OH:1])[C@H:17]1[CH2:16][CH2:15]2)[C:5]1[CH:6]=[CH:7][CH:8]=[CH:9][CH:10]=1 |f:2.3|. Reported procedure: Ozone is sparged for 3 h 30 min into a solution of 12.5 g (0.039 mol) of trans-7-benzyloxy-3-ethenyl-3,3a,4,5-tetrahydro-1H-oxazolo[3,4-a]quinolin-1-one in 450 ml of dichloromethane and 350 ml of methanol, cooled to -40° C. The excess ozone is then stripped off with a stream of nitrogen, 14.8 g (0.39 mol) of sodium borohydride are added in small portions, followed by 12.6 g (0.195 mol) of dimethyl sulphide, and the mixture is left overnight at room temperature. It is extracted twice with dichlor... Starting materials: solid, BrC1=CC(=CC=2C(=C3N(C12)CCCNC3=O)C)Cl (7-bromo-9-chloro-11-methyl-2,3,4,5-tetrahydro-[1,4]diazepino[1,2-a]indol-1-one), BrC1=CC(=CC=2C(=C3N(C12)CCCNC3=O)C)Cl (7-bromo-9-chloro-11-methyl-2,3,4,5-tetrahydro-[1,4]diazepino[1,2-a]indol-1-one), ClC1=CC=C(C=C1)B(O)O (4-chloro-phenylboronic acid). Yields the product ClC1=CC=2C(=C3N(C2C(=C1)C1=CC=C(C=C1)Cl)CCCNC3=O)C (9-Chloro-7-(4-chloro-phenyl)-11-methyl-2,3,4,5-tetrahydro-[1,4]diazepino[1,2-a]indol-1-one). RXN SMILES: Br[C:2]1[C:10]2[N:9]3[CH2:11][CH2:12][CH2:13][NH:14][C:15](=[O:16])[C:8]3=[C:7]([CH3:17])[C:6]=2[CH:5]=[C:4]([Cl:18])[CH:3]=1.[Cl:19][C:20]1[CH:25]=[CH:24][C:23](B(O)O)=[CH:22][CH:21]=1>>[Cl:18][C:4]1[CH:3]=[C:2]([C:23]2[CH:24]=[CH:25][C:20]([Cl:19])=[CH:21][CH:22]=2)[C:10]2[N:9]3[CH2:11][CH2:12][CH2:13][NH:14][C:15](=[O:16])[C:8]3=[C:7]([CH3:17])[C:6]=2[CH:5]=1. Procedure details: The title compound, white solid (72 mg, 80%), MS (ISP) m/z=359.3 [(M+H)+], mp 271° C., was prepared in accordance with the general method of example 1 from 7-bromo-9-chloro-11-methyl-2,3,4,5-tetrahydro-[1,4]diazepino[1,2-a]indol-1-one (intermediate 13) (81.9 mg, 0.25 mmol) and commercially available 4-chloro-phenylboronic acid (50.8 mg, 0.325 mmol).